This data is from the Open Reaction Database (ORD), a public repository of structured organic reaction records. The task is: describe an organic reaction: reactants, conditions, products, and yield Solvent: C1=CC=CC=C1 (benzene). The product is C1=CC=CC=2C3=CC=CC=C3C(C12)OCCCCCCCC1=CC(=NO1)C (5-[7-(fluorene-9-yloxy)-heptyl]-3-methylisoxazole). Starting materials: [Na] (sodium), CC1=NOC(=C1)CCCCCCCBr (7-(3-methylisoxazol-5-yl)-heptyl bromide), OC1C2=CC=CC=C2C=2C=CC=CC12 (9-hydroxyfluorene), [Na] (sodium). RXN SMILES: [Na].[OH:2][CH:3]1[C:15]2[CH:14]=[CH:13][CH:12]=[CH:11][C:10]=2[C:9]2[C:4]1=[CH:5][CH:6]=[CH:7][CH:8]=2.[CH3:16][C:17]1[CH:21]=[C:20]([CH2:22][CH2:23][CH2:24][CH2:25][CH2:26][CH2:27][CH2:28]Br)[O:19][N:18]=1>C1C=CC=CC=1>[CH:14]1[C:15]2[CH:3]([O:2][CH2:28][CH2:27][CH2:26][CH2:25][CH2:24][CH2:23][CH2:22][C:20]3[O:19][N:18]=[C:17]([CH3:16])[CH:21]=3)[C:4]3[C:9](=[CH:8][CH:7]=[CH:6][CH:5]=3)[C:10]=2[CH:11]=[CH:12][CH:13]=1 |^1:0|. Procedure details: The sodium salt of 9-hydroxyfluorene was made by reacting sodium metal in anhydrous benzene before the etherization with 7-(3-methylisoxazol-5-yl)-heptyl bromide in the same solvent. Starting materials: Cc1cc(SC(=O)N(C)C)cc(C)c1-c1ccc(C(C)(C)C)cc1, C[O-], CO, Cl, [Na+]. Product: Cc1cc(S)cc(C)c1-c1ccc(C(C)(C)C)cc1. As a reaction SMILES: [C:1]([CH3:2])([CH3:3])([CH3:4])[c:5]1[cH:6][cH:7][c:8](-[c:11]2[c:12]([CH3:24])[cH:13][c:14]([S:18][C:19](=[O:20])[N:21]([CH3:22])[CH3:23])[cH:15][c:16]2[CH3:17])[cH:9][cH:10]1.[CH3:25][O-:26].[CH3:29][OH:30].[ClH:28].[Na+:27]>>[C:1]([CH3:2])([CH3:3])([CH3:4])[c:5]1[cH:6][cH:7][c:8](-[c:11]2[c:12]([CH3:24])[cH:13][c:14]([SH:18])[cH:15][c:16]2[CH3:17])[cH:9][cH:10]1. The reactants are [Al+3], CC(C)(Br)C(=O)Br, [Cl-], [Cl-], [Cl-], ClCCl, c1ccc(Oc2ccccc2)cc1. Yields the product CC(C)(Br)C(=O)c1ccc(Oc2ccccc2)cc1. RXN SMILES: [Al+3:2].[Br:18][C:19]([C:20](=[O:21])[Br:22])([CH3:23])[CH3:24].[Cl-:1].[Cl-:3].[Cl-:4].[Cl:25][CH2:26][Cl:27].[c:5]1([O:11][c:12]2[cH:13][cH:14][cH:15][cH:16][cH:17]2)[cH:6][cH:7][cH:8][cH:9][cH:10]1>>[c:5]1([O:11][c:12]2[cH:13][cH:14][c:15]([C:20]([C:19]([Br:18])([CH3:23])[CH3:24])=[O:21])[cH:16][cH:17]2)[cH:6][cH:7][cH:8][cH:9][cH:10]1. Reactants: [N+](=O)([O-])C1=C(C(=O)CC(=O)OCC)C=CC=C1 (ethyl 2-(o-nitrobenzoyl)acetate), ClCCO (2-chloroethanol), [OH-].[Na+] (sodium hydroxide), [OH-].C(C1=CC=CC=C1)[N+](C)(C)C (benzyltrimethylammonium hydroxide). Solvent: O (water). Yields the product OCCCC(=O)C1=C(C=CC=C1)[N+](=O)[O-] (4-Hydroxy-2'-nitrobutyrophenone). As a reaction SMILES: [N+:1]([C:4]1[CH:17]=[CH:16][CH:15]=[CH:14][C:5]=1[C:6]([CH2:8][C:9](OCC)=O)=[O:7])([O-:3])=[O:2].ClC[CH2:20][OH:21].[OH-].[Na+].[OH-].C([N+](C)(C)C)C1C=CC=CC=1>O>[OH:21][CH2:20][CH2:9][CH2:8][C:6]([C:5]1[CH:14]=[CH:15][CH:16]=[CH:17][C:4]=1[N+:1]([O-:3])=[O:2])=[O:7] |f:2.3,4.5|. Reported procedure: A mixture of ethyl 2-(o-nitrobenzoyl)acetate (11.9 g, 0.05 mol), 2-chloroethanol (8 g, 0.1 mol), 50% sodium hydroxide solution (8.8 g, 4.4 g real, 0.11 mol) and 40% benzyltrimethylammonium hydroxide solution (4.2 PG,12 g, 1.7 g, real, 0.01 mol) in water (50 mL) is heated at 50°-65° C. for 4-8 hours, cooled and extracted with methylene chloride. The combined organic extracts are concentrated in vacuo to give the title product, identified by 1HNMR and 13CNMR analyses. The reactants are O(C1=CC=CC=C1)C1=CC=NC=C1 (4-phenoxypyridine), C(C1=CC=CC=C1)Br (benzylbromide). Solvent: CC(=O)C (acetone). Run at time 8 hour. The product is O(C1=CC=CC=C1)C1CCNCC1 (4-phenoxypiperidine). As a reaction SMILES: [O:1]([C:8]1[CH:13]=[CH:12][N:11]=[CH:10][CH:9]=1)[C:2]1[CH:7]=[CH:6][CH:5]=[CH:4][CH:3]=1.C(Br)C1C=CC=CC=1>CC(C)=O>[O:1]([CH:8]1[CH2:13][CH2:12][NH:11][CH2:10][CH2:9]1)[C:2]1[CH:3]=[CH:4][CH:5]=[CH:6][CH:7]=1. Procedure: A mixture of 4-phenoxypyridine and benzylbromide in acetone was stirred overnight at room temperature. After removal of the solvent, the residue was dissolved in methanol, cooled to -20° C. and treated portionwise with sodium borohydride, and warmed to 0° C. After a standard workup and purification, the resulting tetrahydropyridine adduct was dissolved in methanol and hydrogenated using 20% Pd-C as a catalyst to provide 4-phenoxypiperidine. A mixture of 4-phenoxypiperidine and 1-bromo-3-(4-fluor...